Dataset: the Open Reaction Database (ORD), a public repository of structured organic reaction records. Task: describe an organic reaction: reactants, conditions, products, and yield The reactants are CCO, Nc1ccc(Cl)cc1, Cc1ncnc(Cl)c1C. Yields the product Cc1ncnc(Nc2ccc(Cl)cc2)c1C. As a reaction SMILES: [CH3:18][CH2:19][OH:20].[Cl:10][c:11]1[cH:12][cH:13][c:14]([NH2:15])[cH:16][cH:17]1.[Cl:1][c:2]1[n:3][cH:4][n:5][c:6]([CH3:9])[c:7]1[CH3:8]>>[c:2]1([NH:15][c:14]2[cH:13][cH:12][c:11]([Cl:10])[cH:17][cH:16]2)[n:3][cH:4][n:5][c:6]([CH3:9])[c:7]1[CH3:8]. Starting materials: COC(=O)C(N)Cc1ccc(F)c(Br)c1, O=C(O)c1ccc(Cl)cc1NS(=O)(=O)c1cccc2nccnc12, Cl. The product is COC(=O)C(Cc1ccc(F)c(Br)c1)NC(=O)c1ccc(Cl)cc1NS(=O)(=O)c1cccc2nccnc12. As a reaction SMILES: [CH3:2][O:3][C:4]([CH:5]([NH2:6])[CH2:7][c:8]1[cH:9][c:10]([Br:15])[c:11]([F:14])[cH:12][cH:13]1)=[O:16].[Cl:17][c:18]1[cH:19][c:20]([NH:27][S:28](=[O:29])(=[O:30])[c:31]2[c:32]3[n:33][cH:34][cH:35][n:36][c:37]3[cH:38][cH:39][cH:40]2)[c:21]([C:22](=[O:23])[OH:24])[cH:25][cH:26]1.[ClH:1]>>[CH3:2][O:3][C:4]([CH:5]([NH:6][C:22]([c:21]1[c:20]([NH:27][S:28](=[O:29])(=[O:30])[c:31]2[c:32]3[n:33][cH:34][cH:35][n:36][c:37]3[cH:38][cH:39][cH:40]2)[cH:19][c:18]([Cl:17])[cH:26][cH:25]1)=[O:23])[CH2:7][c:8]1[cH:9][c:10]([Br:15])[c:11]([F:14])[cH:12][cH:13]1)=[O:16]. Reaction SMILES: [CH2:1]=[C:2]1[C:3]2([CH3:4])[CH:5]([CH2:6][CH2:7]1)[CH:8]1[CH2:9][CH2:10][c:11]3[cH:12][c:13]([OH:20])[cH:14][cH:15][c:16]3[CH:17]1[CH2:18][CH2:19]2.[CH3:21][C:22](=[O:23])[O:24][C:25](=[O:26])[CH3:27].[OH2:34].[cH:28]1[cH:29][cH:30][n:31][cH:32][cH:33]1>>[CH2:1]=[C:2]1[C:3]2([CH3:4])[CH:5]([CH2:6][CH2:7]1)[CH:8]1[CH2:9][CH2:10][c:11]3[cH:12][c:13]([O:20][C:22]([CH3:21])=[O:23])[cH:14][cH:15][c:16]3[CH:17]1[CH2:18][CH2:19]2. Starting materials: C=C1CCC2C3CCc4cc(O)ccc4C3CCC12C, CC(=O)OC(C)=O, O, c1ccncc1. Yields the product C=C1CCC2C3CCc4cc(OC(C)=O)ccc4C3CCC12C. Reactants: CC1=NN=C(S1)C=1C(NC(N(C1)CCCN1C[C@]2(C[C@H]2C1)C1=CC=C(C=C1)C(F)(F)F)=O)=O (5-(5-methyl-1,3,4-thiadiazol-2-yl)-1-(3-{(1S,5R)-1-[4-(trifluoromethyl)phenyl]-3-azabicyclo[3.1.0]hex-3-yl}propyl)-2,4(1H,3H)-pyrimidinedione), Cl (hydrochloric acid). The solvent is C(C)OCC (diethyl ether), C(C)OCC (diethylether). Product: Cl.Cl.CC1=NN=C(S1)C=1C(NC(N(C1)CCCN1C[C@]2(C[C@H]2C1)C1=CC=C(C=C1)C(F)(F)F)=O)=O (5-(5-methyl-1,3,4-thiadiazol-2-yl)-1-(3-{(1S,5R)-1-[4-(trifluoromethyl)phenyl]-3-azabicyclo[3.1.0]hex-3-yl}propyl)-2,4(1H,3H)-pyrimidinedione dihydrochloride). Reaction SMILES: [CH3:1][C:2]1[S:6][C:5]([C:7]2[C:8](=[O:33])[NH:9][C:10](=[O:32])[N:11]([CH2:13][CH2:14][CH2:15][N:16]3[CH2:21][C@H:20]4[C@:18]([C:22]5[CH:27]=[CH:26][C:25]([C:28]([F:31])([F:30])[F:29])=[CH:24][CH:23]=5)([CH2:19]4)[CH2:17]3)[CH:12]=2)=[N:4][N:3]=1.[ClH:34]>C(OCC)C>[ClH:34].[ClH:34].[CH3:1][C:2]1[S:6][C:5]([C:7]2[C:8](=[O:33])[NH:9][C:10](=[O:32])[N:11]([CH2:13][CH2:14][CH2:15][N:16]3[CH2:21][C@H:20]4[C@:18]([C:22]5[CH:27]=[CH:26][C:25]([C:28]([F:31])([F:30])[F:29])=[CH:24][CH:23]=5)([CH2:19]4)[CH2:17]3)[CH:12]=2)=[N:4][N:3]=1 |f:3.4.5|. Reported procedure: 5-(5-methyl-1,3,4-thiadiazol-2-yl)-1-(3-{(1S,5R)-1-[4-(trifluoromethyl)phenyl]-3-azabicyclo[3.1.0]hex-3-yl}propyl)-2,4(1H,3H)-pyrimidinedione (E5, 7 mg, 0.015 mmol) was dissolved in diethyl ether (1 ml) and hydrochloric acid 1M in diethylether (0.030 ml, 0.030 mmol) was added. The solid obtained was triturated in diethylether (2×1 mL) giving the title compound as a white solid (8.8 mg, 0.014 mmol). Conditions: time 30 minute. The solvent is C(Cl)Cl (CH2Cl2), C(Cl)Cl (CH2Cl2). Procedure details: A solution of 76.36 g of tetrabromomethane in 100 ml of CH2Cl2 is added dropwise at -10° C. to a solution of 0.2 mol of cyclohexylacetaldehyde and 104.8 g of triphenylphosphine in 150 ml of CH2Cl2. After stirring at room temperature for 30 min, the mixture is filtered with suction, concentrated and purified on silica gel using petroleum ether as the eluent. 48 g of the title compound are obtained as an oil. Yield: 85.1%. As a reaction SMILES: [Br:1][C:2]([Br:5])(Br)Br.[CH:6]1([CH2:12][CH:13]=O)[CH2:11][CH2:10][CH2:9][CH2:8][CH2:7]1.C1(P(C2C=CC=CC=2)C2C=CC=CC=2)C=CC=CC=1>C(Cl)Cl>[Br:1][C:2]([Br:5])=[CH:13][CH2:12][CH:6]1[CH2:11][CH2:10][CH2:9][CH2:8][CH2:7]1. The product is BrC(=CCC1CCCCC1)Br (1,1-Dibromo-3-cyclohexyl-1-propene). The reactants are BrC(Br)(Br)Br (tetrabromomethane), C1(CCCCC1)CC=O (cyclohexylacetaldehyde), C1(=CC=CC=C1)P(C1=CC=CC=C1)C1=CC=CC=C1 (triphenylphosphine). Reactants: Nc1ccc(-c2ccccc2)cc1Br, CC(=O)O, Cl, [I-], [K+], O=N[O-], [Na+], [Na+], [Na+], O, O=S([O-])([O-])=S. The product is Nc1ccc(-c2ccccc2)cc1I. As a reaction SMILES: [Br:1][c:2]1[cH:3][c:4](-[c:9]2[cH:10][cH:11][cH:12][cH:13][cH:14]2)[cH:5][cH:6][c:7]1[NH2:8].[CH3:29][C:30](=[O:31])[OH:32].[ClH:15].[I-:21].[K+:20].[N:16]([O-:17])=[O:18].[Na+:19].[Na+:27].[Na+:28].[OH2:33].[S:22]([O-:23])([O-:24])(=[O:25])=[S:26]>>[c:2]1([I:21])[cH:3][c:4](-[c:9]2[cH:10][cH:11][cH:12][cH:13][cH:14]2)[cH:5][cH:6][c:7]1[NH2:8]. Starting materials: [H-].[Na+] (sodium hydride), N1C=CC=2C=NC(=CC21)C(=O)OC(C)(C)C (tert-butyl 1H-pyrrolo[3,2-c]pyridine-6-carboxylate), ClCSC ((chloromethyl)(methyl)sulfane). Run in CN(C)C=O (DMF). Reaction conditions: time 3 hour. The product is CSCN1C=CC=2C=NC(=CC21)C(=O)OC(C)(C)C (tert-butyl 1-(methylthiomethyl)-1H-pyrrolo[3,2-c]pyridine-6-carboxylate). Yield: 71.7%. Reaction SMILES: [NH:1]1[C:9]2[CH:8]=[C:7]([C:10]([O:12][C:13]([CH3:16])([CH3:15])[CH3:14])=[O:11])[N:6]=[CH:5][C:4]=2[CH:3]=[CH:2]1.[H-].[Na+].Cl[CH2:20][S:21][CH3:22]>CN(C=O)C>[CH3:20][S:21][CH2:22][N:1]1[C:9]2[CH:8]=[C:7]([C:10]([O:12][C:13]([CH3:16])([CH3:15])[CH3:14])=[O:11])[N:6]=[CH:5][C:4]=2[CH:3]=[CH:2]1 |f:1.2|. Reported procedure: To a mixture of tert-butyl 1H-pyrrolo[3,2-c]pyridine-6-carboxylate (1.0 g, 4.6 mmol) in DMF (20 ml) was added sodium hydride (60% in oil) (0.41 g, 10 mmol) and stirred at room temperature for 3 h. To the mixture, (chloromethyl)(methyl)sulfane (0.89 g, 9.2 mmol) was added and stirred at room temperature for 2 h. The reaction mixture was extracted with EtOAc/H2O. The organic layer was washed with brine, dried over MgSO4 and concentrated in vacuo. The crude mixture was purified by chromatography (S...